Dataset: the Open Reaction Database (ORD), a public repository of structured organic reaction records. Task: describe an organic reaction: reactants, conditions, products, and yield Reaction SMILES: [CH3:1][C:2]1[C:6]2[C:7](=[O:20])[N:8]([CH2:12][CH2:13][N:14]3[CH2:19][CH2:18][CH2:17][CH2:16][CH2:15]3)[CH2:9][CH2:10][CH2:11][C:5]=2[NH:4][C:3]=1[CH:21]=O.[CH3:23][C:24]1[CH:32]=[CH:31][CH:30]=[C:29]2[C:25]=1[CH2:26][C:27](=[O:33])[NH:28]2>>[CH3:1][C:2]1[C:6]2[C:7](=[O:20])[N:8]([CH2:12][CH2:13][N:14]3[CH2:19][CH2:18][CH2:17][CH2:16][CH2:15]3)[CH2:9][CH2:10][CH2:11][C:5]=2[NH:4][C:3]=1/[CH:21]=[C:26]1\[C:27](=[O:33])[NH:28][C:29]2[C:25]\1=[C:24]([CH3:23])[CH:32]=[CH:31][CH:30]=2. The reactants are CC1=C(NC2=C1C(N(CCC2)CCN2CCCCC2)=O)C=O (3-methyl-4-oxo-5-(2-piperidin-1-yl-ethyl)-1,4,5,6,7,8-hexahydro-pyrrolo[3,2-c]azepine-2-carbaldehyde), CC1=C2CC(NC2=CC=C1)=O (4-methyl-1,3-dihydro-indol-2-one). Procedure: The title compound was prepared under the same conditions as described in step 5 of Example 32 with 3-methyl-4-oxo-5-(2-piperidin-1-yl-ethyl)-1,4,5,6,7,8-hexahydro-pyrrolo[3,2-c]azepine-2-carbaldehyde 32d obtained from step 4 of Example 32 and 4-methyl-1,3-dihydro-indol-2-one as starting materials to obtain (Z)-3-methyl-2-(4-methyl-2-oxo-1,2-dihydro-indol-3-ylidenemethyl)-5-(2-piperidin-1-yl-ethyl)-5,6,7,8-tetrahydro-1H-pyrrolo[3,2-c]azepin-4-one 58 (46 mg, yield 70.9%) as a yellow solid. Isolated yield 70.9%. Product: CC1=C(NC2=C1C(N(CCC2)CCN2CCCCC2)=O)\C=C\2/C(NC1=CC=CC(=C21)C)=O ((Z)-3-methyl-2-(4-methyl-2-oxo-1,2-dihydro-indol-3-ylidenemethyl)-5-(2-piperidin-1-yl-ethyl)-5,6,7,8-tetrahydro-1H-pyrrolo[3,2-c]azepin-4-one). The reactants are CCc1c(I)[nH]c(C=O)c1C(=O)OCc1ccccc1, Cc1ccc(B(O)O)o1, OB(O)c1ccc(F)cc1. Product: CCc1c(-c2ccc(C)o2)[nH]c(C=O)c1C(=O)OCc1ccccc1. Reaction SMILES: [CH2:1]([CH3:2])[c:3]1[c:4]([C:11](=[O:12])[O:13][CH2:14][c:15]2[cH:16][cH:17][cH:18][cH:19][cH:20]2)[c:5]([CH:9]=[O:10])[nH:6][c:7]1[I:8].[CH3:31][c:32]1[cH:33][cH:34][c:35]([B:37]([OH:38])[OH:39])[o:36]1.[OH:21][B:22]([c:23]1[cH:24][cH:25][c:26]([F:27])[cH:28][cH:29]1)[OH:30]>>[CH2:1]([CH3:2])[c:3]1[c:4]([C:11](=[O:12])[O:13][CH2:14][c:15]2[cH:16][cH:17][cH:18][cH:19][cH:20]2)[c:5]([CH:9]=[O:10])[nH:6][c:7]1-[c:35]1[cH:34][cH:33][c:32]([CH3:31])[o:36]1. Starting materials: CC1=NC(=CC=C1/C=C/C(=O)OC)C(F)(F)F ((E)-methyl 3-(2-methyl-6-(trifluoromethyl)pyridin-3-yl)acrylate), [OH-].[Na+] (NaOH). The solvent is CO (MeOH). Run at temperature 40 celsius, time 2 hour. Yields the product CC1=NC(=CC=C1/C=C/C(=O)O)C(F)(F)F ((E)-3-(2-methyl-6-(trifluoromethyl)pyridin-3-yl)acrylic acid). The yield is 100.0%. As a reaction SMILES: [CH3:1][C:2]1[C:7](/[CH:8]=[CH:9]/[C:10]([O:12]C)=[O:11])=[CH:6][CH:5]=[C:4]([C:14]([F:17])([F:16])[F:15])[N:3]=1.[OH-].[Na+]>CO>[CH3:1][C:2]1[C:7](/[CH:8]=[CH:9]/[C:10]([OH:12])=[O:11])=[CH:6][CH:5]=[C:4]([C:14]([F:16])([F:15])[F:17])[N:3]=1 |f:1.2|. Procedure details: To a solution of (E)-methyl 3-(2-methyl-6-(trifluoromethyl)pyridin-3-yl)acrylate (Gray, M.; Andrews, I. P.; Hook, D. F.; Kitteringham, J.; Voyle, M. Tet. Lett. 2001, 41, 6237-6240.) (150 mg, 0.61 mmol) in MeOH (2.0 mL) was added 1M NaOH (aq.) (1.8 mL). The reaction mixture was stirred for 2 h at 40° C. The volatiles were then evaporated and the remaining water phase neutralized with 1M HCl (aq). The title compound (141 mg, 0.61 mmol, quant.), which precipitated as a white solid, was filtered off... Starting materials: C(C1=CC=CC=C1)OC1=C(C=CC(=C1)OCC1=CC=CC=C1)C(CC(C(=O)OCC)=O)=O (ethyl 4-(2,4-dibenzyloxyphenyl)-2,4-dioxobutanoate), O.NN (hydrazine hydrate). The solvent is C(C)O (ethanol). Yields the product C(C1=CC=CC=C1)OC1=C(C=CC(=C1)OCC1=CC=CC=C1)C1=NNC(=C1)C(=O)OCC (ethyl 3-(2,4-dibenzyloxyphenyl)-pyrazole-5-carboxylate). RXN SMILES: [CH2:1]([O:8][C:9]1[CH:14]=[C:13]([O:15][CH2:16][C:17]2[CH:22]=[CH:21][CH:20]=[CH:19][CH:18]=2)[CH:12]=[CH:11][C:10]=1[C:23](=O)[CH2:24][C:25](=O)[C:26]([O:28][CH2:29][CH3:30])=[O:27])[C:2]1[CH:7]=[CH:6][CH:5]=[CH:4][CH:3]=1.O.[NH2:34][NH2:35]>C(O)C>[CH2:1]([O:8][C:9]1[CH:14]=[C:13]([O:15][CH2:16][C:17]2[CH:22]=[CH:21][CH:20]=[CH:19][CH:18]=2)[CH:12]=[CH:11][C:10]=1[C:23]1[CH:24]=[C:25]([C:26]([O:28][CH2:29][CH3:30])=[O:27])[NH:35][N:34]=1)[C:2]1[CH:7]=[CH:6][CH:5]=[CH:4][CH:3]=1 |f:1.2|. Reported procedure: A solution of ethyl 4-(2,4-dibenzyloxyphenyl)-2,4-dioxobutanoate (3.23 g) in ethanol (10 mL) is treated with hydrazine hydrate (0.4 mL), refluxed for 2 hours and then cooled to room temperature. The mixture is filtered to yield ethyl 3-(2,4-dibenzyloxyphenyl)-pyrazole-5-carboxylate as a solid (1.5 g). Starting materials: CC1CCCCCC(C(=O)Cl)C1, O=c1c2ccccc2nc2[nH]c3ccccc3n12. Product: CC1CCCCCC(C(=O)n2c3ccccc3n3c(=O)c4ccccc4nc23)C1. Reaction SMILES: [CH3:19][CH:20]1[CH2:21][CH:22]([C:28](=[O:29])[Cl:30])[CH2:23][CH2:24][CH2:25][CH2:26][CH2:27]1.[cH:1]1[c:2]2[c:3](=[O:18])[n:4]3[c:5]([n:6][c:7]2[cH:8][cH:9][cH:10]1)[nH:11][c:12]1[c:13]3[cH:14][cH:15][cH:16][cH:17]1>>[cH:1]1[c:2]2[c:3](=[O:18])[n:4]3[c:5]([n:6][c:7]2[cH:8][cH:9][cH:10]1)[n:11]([C:28]([CH:22]1[CH2:21][CH:20]([CH3:19])[CH2:27][CH2:26][CH2:25][CH2:24][CH2:23]1)=[O:29])[c:12]1[c:13]3[cH:14][cH:15][cH:16][cH:17]1. The reactants are CNCC=C (N-methyl-2-propen-1-amine), CN(CCOC=1C=C(C=CC1)NC1=NC=CC(=N1)C=1C(=NN2C1C=CC(=C2)C(F)(F)F)C=2C=C(C=CC2)NC(C2=C(C=CC=C2F)F)=O)C (N-{3-[3-{2-[(3-{[2-(Dimethylamino)ethyl]oxy}phenyl)amino]-4-pyrimidinyl}-6-(trifluoromethyl)pyrazolo[1,5-a]pyridin-2-yl]phenyl}-2,6-difluorobenzamide), ClCCOC=1C=C(C=CC1)NC1=NC=CC(=N1)C=1C(=NN2C1C=CC=C2)C=2C=C(C=CC2)NC(C(F)(F)F)=O (N-(3-{3-[2-({3-[(2-chloroethyl)oxy]phenyl}amino)-4-pyrimidinyl]pyrazolo[1,5-a]pyridin-2-yl}phenyl)-2,2,2-trifluoroacetamide), ClCCOC=1C=C(C=CC1)NC1=NC=CC(=N1)C=1C(=NN2C1C=CC=C2)C=2C=C(C=CC2)NC(C(F)(F)F)=O (N-(3-{3-[2-({3-[(2-chloroethyl)oxy]phenyl}amino)-4-pyrimidinyl]pyrazolo[1,5-a]pyridin-2-yl}phenyl)-2,2,2-trifluoroacetamide). Product: NC=1C=C(C=CC1)C1=NN2C(C=CC=C2)=C1C1=NC(=NC=C1)NC1=CC(=CC=C1)OCCN(CC=C)C (4-[2-(3-aminophenyl)pyrazolo[1,5-a]pyridin-3-yl]-N-[3-({2-[methyl(2-propen-1-yl)amino]ethyl}oxy)phenyl]-2-pyrimidinamine). Reaction SMILES: [CH3:1][N:2](C)[CH2:3][CH2:4][O:5][C:6]1[CH:7]=[C:8]([NH:12][C:13]2[N:18]=[C:17]([C:19]3[C:20]([C:32]4[CH:33]=[C:34]([NH:38]C(=O)C5C(F)=CC=CC=5F)[CH:35]=[CH:36][CH:37]=4)=[N:21][N:22]4[CH:27]=[C:26](C(F)(F)F)[CH:25]=[CH:24][C:23]=34)[CH:16]=[CH:15][N:14]=2)[CH:9]=[CH:10][CH:11]=1.ClCCO[C:54]1[CH:55]=C(NC2N=C(C3C(C4C=C(NC(=O)C(F)(F)F)C=CC=4)=NN4C=CC=CC=34)C=CN=2)C=C[CH:59]=1.CNCC=C>>[NH2:38][C:34]1[CH:33]=[C:32]([C:20]2[C:19]([C:17]3[CH:16]=[CH:15][N:14]=[C:13]([NH:12][C:8]4[CH:9]=[CH:10][CH:11]=[C:6]([O:5][CH2:4][CH2:3][N:2]([CH3:1])[CH2:55][CH:54]=[CH2:59])[CH:7]=4)[N:18]=3)=[C:23]3[CH:24]=[CH:25][CH:26]=[CH:27][N:22]3[N:21]=2)[CH:37]=[CH:36][CH:35]=1. Procedure: The title compound can be prepared from N-(3-{3-[2-({3-[(2-chloroethyl)oxy]phenyl}amino)-4-pyrimidinyl]pyrazolo[1,5-a]pyridin-2-yl}phenyl)-2,2,2-trifluoroacetamide (obtained according to the procedure described in Example 136, Step C) through a two step process consisting of treatment of N-(3-{3-[2-({3-[(2-chloroethyl)oxy]phenyl}amino)-4-pyrimidinyl]pyrazolo[1,5-a]pyridin-2-yl}phenyl)-2,2,2-trifluoroacetamide with N-methyl-2-propen-1-amine to give 4-[2-(3-aminophenyl)pyrazolo[1,5-a]pyridin-3-yl]...